Dataset: the Open Reaction Database (ORD), a public repository of structured organic reaction records. Task: describe an organic reaction: reactants, conditions, products, and yield Reactants: C(C1=CC=CC=C1)N1[C@H](CCC1=O)C(=O)O ((R)-1-benzyl-5-oxopyrrolidine-2-carboxylic acid), [Cl-].C(C)OC(C(C(CC1=CC=CC=C1)[NH3+])O)=O (4-ethoxy-3-hydroxy-4-oxo-1-phenylbutan-2-aminium chloride). The product is C(C1=CC=CC=C1)N1[C@H](CCC1=O)C(=O)NC(C(C(=O)OCC)O)CC1=CC=CC=C1 (Ethyl 3-((R)-1-benzyl-5-oxopyrrolidine-2-carboxamido)-2-hydroxy-4-phenylbutanoate). As a reaction SMILES: [CH2:1]([N:8]1[C:12](=[O:13])[CH2:11][CH2:10][C@@H:9]1[C:14]([OH:16])=O)[C:2]1[CH:7]=[CH:6][CH:5]=[CH:4][CH:3]=1.[Cl-].[CH2:18]([O:20][C:21](=[O:33])[CH:22]([OH:32])[CH:23]([NH3+:31])[CH2:24][C:25]1[CH:30]=[CH:29][CH:28]=[CH:27][CH:26]=1)[CH3:19]>>[CH2:1]([N:8]1[C:12](=[O:13])[CH2:11][CH2:10][C@@H:9]1[C:14]([NH:31][CH:23]([CH2:24][C:25]1[CH:26]=[CH:27][CH:28]=[CH:29][CH:30]=1)[CH:22]([OH:32])[C:21]([O:20][CH2:18][CH3:19])=[O:33])=[O:16])[C:2]1[CH:3]=[CH:4][CH:5]=[CH:6][CH:7]=1 |f:1.2|. Procedure: The reaction was carried out in analogy to reaction step 20.1 of Example 20 by reacting (R)-1-benzyl-5-oxopyrrolidine-2-carboxylic acid and 4-ethoxy-3-hydroxy-4-oxo-1-phenylbutan-2-aminium chloride. ESI-MS [M+H]+=425.2.